From a dataset of the Open Reaction Database (ORD), a public repository of structured organic reaction records. describe an organic reaction: reactants, conditions, products, and yield Reactants: CC1=NC2=CC=CC=C2C(=C1)NC(=O)NC1=CC(=NC2=CC=CC=C12)C (1,3-bis-(2-methyl-quinolin-4-yl)-urea), Cl.COC([C@@H](N)C(C)C)=O (valin methyl ester hydrochloride), CCN(C(C)C)C(C)C (DIPEA). Solvent: CO (MeOH). Conditions: temperature 80 celsius. Yields the product CC([C@@H](C(=O)O)NC(=O)NC1=CC(=NC2=CC=CC=C12)C)C ((S)-3-Methyl-2-[3-(2-methyl-quinolin-4-yl)-ureido]-butyric acid). RXN SMILES: [CH3:1][C:2]1[CH:11]=[C:10]([NH:12][C:13](NC2C3C(=CC=CC=3)N=C(C)C=2)=[O:14])[C:9]2[C:4](=[CH:5][CH:6]=[CH:7][CH:8]=2)[N:3]=1.Cl.C[O:29][C:30](=[O:36])[C@H:31]([CH:33]([CH3:35])[CH3:34])[NH2:32].CCN(C(C)C)C(C)C>CO>[CH3:34][CH:33]([CH3:35])[C@H:31]([NH:32][C:13]([NH:12][C:10]1[C:9]2[C:4](=[CH:5][CH:6]=[CH:7][CH:8]=2)[N:3]=[C:2]([CH3:1])[CH:11]=1)=[O:14])[C:30]([OH:29])=[O:36] |f:1.2|. Reported procedure: A suspension of 1,3-bis-(2-methyl-quinolin-4-yl)-urea (342.4 mg, 1 mmol), valin methyl ester hydrochloride (167.6 mg, 1 mmol) and DIPEA (0.34 mL, 2 mmol) in MeOH (10 mL) is heated at 80° C. for 15 h. The solvent is evaporated and the residue is dissolved in 6N aqueous HCl (6 mL). The reaction mixture is heated at 90° C. for 12 h. Evaporation and purification by preparative HPLC provides the title compound.